This data is from the Open Reaction Database (ORD), a public repository of structured organic reaction records. The task is: describe an organic reaction: reactants, conditions, products, and yield Reactants: CC1=C(C=CC(=C1)O)C(=O)C (4-hydroxy-2-methylacetophenone), C([O-])([O-])=O.[K+].[K+] (potassium carbonate), CC(=O)C (acetone). Conditions: time 2 day. Product: C(C)(=O)C1=C(C=C(OCC(=O)OC)C=C1)C (methyl 4-acetyl-3-methylphenoxyacetate). Reaction SMILES: [CH3:1][C:2]1[CH:7]=[C:6]([OH:8])[CH:5]=[CH:4][C:3]=1[C:9]([CH3:11])=[O:10].[C:12](=O)([O-])[O-:13].[K+].[K+].C[C:19]([CH3:21])=[O:20]>>[C:9]([C:3]1[CH:4]=[CH:5][C:6]([O:8][CH2:21][C:19]([O:13][CH3:12])=[O:20])=[CH:7][C:2]=1[CH3:1])(=[O:10])[CH3:11] |f:1.2.3|. Reported procedure: A mixture of 4-hydroxy-2-methylacetophenone (4.8 g), anhydrous potassium carbonate (5.3 g) and methyl brDmoacetate (3.55 ml) in anhydrous acetone (100 ml) was stirred for 2 days. The mixture, after filtration and evaporation of the solvent, gave methyl 4-acetyl-3-methylphenoxyacetate, 6.6 g, as a crystalline solid: m.p. 49°-50° C.; NMR (d6DMSO) δ 7.84 (1H, d), 6.83 (2H, m), 4.87 (2H, s), 3.71 (3H, s), 2.50 (3H, s), 2.45 (3H, s). Starting materials: [Br-], CC(=O)[CH-]C(C)=O, C1CCOC1, CCOC(=O)N1CCN(C(=O)C(CCC(=O)OC(C)(C)C)NC(=O)c2cc(Cl)nc(-c3ccccc3)n2)CC1, CC(C)[Mg+], [Fe+3]. Product: CCOC(=O)N1CCN(C(=O)C(CCC(=O)OC(C)(C)C)NC(=O)c2cc(C(C)C)nc(-c3ccccc3)n2)CC1. As a reaction SMILES: [Br-:1].[CH-:51]([C:52](=[O:53])[CH3:54])[C:55](=[O:56])[CH3:57].[CH2:45]1[O:46][CH2:47][CH2:48][CH2:49]1.[CH2:6]([CH3:7])[O:8][C:9](=[O:10])[N:11]1[CH2:12][CH2:13][N:14]([C:17]([CH:18]([CH2:19][CH2:20][C:21](=[O:22])[O:23][C:24]([CH3:25])([CH3:26])[CH3:27])[NH:28][C:29](=[O:30])[c:31]2[n:32][c:33](-[c:38]3[cH:39][cH:40][cH:41][cH:42][cH:43]3)[n:34][c:35]([Cl:37])[cH:36]2)=[O:44])[CH2:15][CH2:16]1.[CH:2]([CH3:3])([CH3:4])[Mg+:5].[Fe+3:50]>>[CH:2]([CH3:3])([CH3:4])[c:35]1[n:34][c:33](-[c:38]2[cH:39][cH:40][cH:41][cH:42][cH:43]2)[n:32][c:31]([C:29]([NH:28][CH:18]([C:17]([N:14]2[CH2:13][CH2:12][N:11]([C:9]([O:8][CH2:6][CH3:7])=[O:10])[CH2:16][CH2:15]2)=[O:44])[CH2:19][CH2:20][C:21](=[O:22])[O:23][C:24]([CH3:25])([CH3:26])[CH3:27])=[O:30])[cH:36]1. Starting materials: CC(C)(C)CC(=O)O, CCN=C=NCCCN(C)C, CN(C)C=O, ClCCl, Cl, COc1cc(NC(=O)C(=O)NC(C)(C)CN)ccc1-c1cnco1, On1nnc2cccnc21. Product: COc1cc(NC(=O)C(=O)NC(C)(C)CNC(=O)CC(C)(C)C)ccc1-c1cnco1. As a reaction SMILES: [C:25]([CH3:26])([CH3:27])([CH3:28])[CH2:29][C:30](=[O:31])[OH:32].[CH3:34][N:35]([CH3:36])[CH2:37][CH2:38][CH2:39][N:40]=[C:41]=[N:42][CH2:43][CH3:44].[CH3:55][N:56]([CH3:57])[CH:58]=[O:59].[Cl:60][CH2:61][Cl:62].[ClH:33].[NH2:1][CH2:2][C:3]([CH3:4])([CH3:5])[NH:6][C:7]([C:8](=[O:9])[NH:10][c:11]1[cH:12][c:13]([O:22][CH3:23])[c:14](-[c:17]2[cH:18][n:19][cH:20][o:21]2)[cH:15][cH:16]1)=[O:24].[OH:45][n:46]1[c:47]2[n:48][cH:49][cH:50][cH:51][c:52]2[n:53][n:54]1>>[NH:1]([CH2:2][C:3]([CH3:4])([CH3:5])[NH:6][C:7]([C:8](=[O:9])[NH:10][c:11]1[cH:12][c:13]([O:22][CH3:23])[c:14](-[c:17]2[cH:18][n:19][cH:20][o:21]2)[cH:15][cH:16]1)=[O:24])[C:30]([CH2:29][C:25]([CH3:26])([CH3:27])[CH3:28])=[O:31]. The reactants are petroleum ether EtOAc, CCN(C(C)C)C(C)C (DIPEA), N1CCCCC1 (piperidine), BrC(C(=O)OCC)C1=CC=CC=C1 (ethyl 2-bromo-2-phenylacetate). The solvent is C(C)#N (acetonitrile). Yields the product C1(=CC=CC=C1)C(C(=O)OCC)N1CCCCC1 (ethyl 2-phenyl-2-(piperidin-1-yl)acetate). Reaction SMILES: CCN(C(C)C)C(C)C.[NH:10]1[CH2:15][CH2:14][CH2:13][CH2:12][CH2:11]1.Br[CH:17]([C:23]1[CH:28]=[CH:27][CH:26]=[CH:25][CH:24]=1)[C:18]([O:20][CH2:21][CH3:22])=[O:19]>C(#N)C>[C:23]1([CH:17]([N:10]2[CH2:15][CH2:14][CH2:13][CH2:12][CH2:11]2)[C:18]([O:20][CH2:21][CH3:22])=[O:19])[CH:28]=[CH:27][CH:26]=[CH:25][CH:24]=1. Procedure: DIPEA (0.86 ml, 4.94 mmol) and piperidine (0.49 ml, 4.94 mmol) were sequentially added to a solution of ethyl 2-bromo-2-phenylacetate (0.72 ml, 4.11 mmol) in acetonitrile (13 ml). The pale yellow solution was stirred at room temperature monitoring by TLC (petroleum ether/EtOAc=9/1). After 1.5 hours complete conversion into the desired product was detected. Solvent was evaporated and the residue (pale yellow solid) was triturated with Et20 (30 ml). The solid was filtered off and the ethereal solu... Reactants: Cc1ccc(-c2cc(C(=O)OC(C)(C)C)cc(C(O)(C(F)(F)F)C(F)(F)F)c2)nc1, ClCCl, O=C(O)C(F)(F)F. Yields the product Cc1ccc(-c2cc(C(=O)O)cc(C(O)(C(F)(F)F)C(F)(F)F)c2)nc1. RXN SMILES: [CH3:1][c:2]1[cH:3][cH:4][c:5](-[c:8]2[cH:9][c:10]([C:11](=[O:12])[O:13][C:14]([CH3:15])([CH3:16])[CH3:17])[cH:18][c:19]([C:21]([C:22]([F:23])([F:24])[F:25])([C:26]([F:27])([F:28])[F:29])[OH:30])[cH:20]2)[n:6][cH:7]1.[Cl:38][CH2:39][Cl:40].[OH:31][C:32]([C:33]([F:34])([F:35])[F:36])=[O:37]>>[CH3:1][c:2]1[cH:3][cH:4][c:5](-[c:8]2[cH:9][c:10]([C:11](=[O:12])[OH:13])[cH:18][c:19]([C:21]([C:22]([F:23])([F:24])[F:25])([C:26]([F:27])([F:28])[F:29])[OH:30])[cH:20]2)[n:6][cH:7]1. The reactants are O1CCN(CC1)CCCOC=1C=C(NC=C2C(OC(OC2=O)(C)C)=O)C=CC1OC (5-((3-(3-morpholinopropoxy)-4-methoxyanilino)methylene)-2,2-dimethyl-1,3-dioxane-4,6-dione). The solvent is C1(=CC=CC=C1)OC1=CC=CC=C1 (phenyl ether). Product: COC=1C=C2C(C=CNC2=CC1OCCCN1CCOCC1)=O (6-methoxy-7-(3-morpholinopropoxy)-1,4-dihydroquinolin-4-one). The yield is 39.2%. As a reaction SMILES: [O:1]1[CH2:6][CH2:5][N:4]([CH2:7][CH2:8][CH2:9][O:10][C:11]2[CH:12]=[C:13]([CH:26]=[CH:27][C:28]=2[O:29][CH3:30])[NH:14][CH:15]=[C:16]2[C:21](=[O:22])OC(C)(C)OC2=O)[CH2:3][CH2:2]1>C1(OC2C=CC=CC=2)C=CC=CC=1>[CH3:30][O:29][C:28]1[CH:27]=[C:26]2[C:13](=[CH:12][C:11]=1[O:10][CH2:9][CH2:8][CH2:7][N:4]1[CH2:3][CH2:2][O:1][CH2:6][CH2:5]1)[NH:14][CH:15]=[CH:16][C:21]2=[O:22]. Procedure details: A solution of 5-((3-(3-morpholinopropoxy)-4-methoxyanilino)methylene)-2,2-dimethyl-1,3-dioxane-4,6-dione (700 mg, 1.66 mmol) in phenyl ether (5 ml) was heated at reflux for 2 minutes. After cooling, the residue was triturated with ether and acetone. The solid was collected by filtration, washed with acetone followed by ether and dried under vacuum to give 6-methoxy-7-(3-morpholinopropoxy)-1,4-dihydroquinolin-4-one (207 mg, 41%). Starting materials: C(C1=CC=CC=C1)N1CC2(CC2CC1)C=O (3-Benzyl-3-aza-bicyclo[4.1.0]heptane-1-carbaldehyde), NC1=CC=CC=C1 (aniline), [BH3-]C#N.[Na+] (NaCNBH3). Run in CC(=O)O (HOAc), CO (MeOH). Reaction conditions: time 2 hour. Product: C(C1=CC=CC=C1)N1CC2(CC2CC1)CNC1=CC=CC=C1 ((3-Benzyl-3-aza-bicyclo[4.1.0]hept-1-ylmethyl)-phenyl-amine). As a reaction SMILES: [CH2:1]([N:8]1[CH2:14][CH2:13][CH:12]2[C:10]([CH:15]=O)([CH2:11]2)[CH2:9]1)[C:2]1[CH:7]=[CH:6][CH:5]=[CH:4][CH:3]=1.[NH2:17][C:18]1[CH:23]=[CH:22][CH:21]=[CH:20][CH:19]=1.[BH3-]C#N.[Na+]>CC(O)=O.CO>[CH2:1]([N:8]1[CH2:14][CH2:13][CH:12]2[C:10]([CH2:15][NH:17][C:18]3[CH:23]=[CH:22][CH:21]=[CH:20][CH:19]=3)([CH2:11]2)[CH2:9]1)[C:2]1[CH:7]=[CH:6][CH:5]=[CH:4][CH:3]=1 |f:2.3|. Procedure details: To a solution of 3-Benzyl-3-aza-bicyclo[4.1.0]heptane-1-carbaldehyde (174) (300 mg, 1.39 mmol) in 5% HOAc in MeOH (2 ml) was added aniline (0.38 ml, 4.18 mmol) and NaCNBH3 (250 mg, 3.97 mmol). The mixture was stirred at room temperature 2 hrs. MeOH was removed by evaporation. Water (5 mL) was added to the residue. The mixture was neutralized with 2N KOH to pH=10. Extraction with CH2Cl2 (2×10 ml) followed by standard work-up provided crude 175 which was purified by silica gel chromatography (1% M... The reactants are CC(C)(C)C(=O)CN1C(=O)C(NC(=O)Nc2cccc(C(=O)OCc3ccccc3)c2)CN(c2ccccc2)c2ccccc21, C, CO, [Pd]. The product is CC(C)(C)C(=O)CN1C(=O)C(NC(=O)Nc2cccc(C(=O)O)c2)CN(c2ccccc2)c2ccccc21. Reaction SMILES: [C:1]([CH3:2])([CH3:3])([CH3:4])[C:5](=[O:6])[CH2:7][N:8]1[C:9](=[O:45])[CH:10]([NH:25][C:26](=[O:27])[NH:28][c:29]2[cH:30][c:31]([C:35](=[O:36])[O:37][CH2:38][c:39]3[cH:40][cH:41][cH:42][cH:43][cH:44]3)[cH:32][cH:33][cH:34]2)[CH2:11][N:12]([c:19]2[cH:20][cH:21][cH:22][cH:23][cH:24]2)[c:13]2[c:14]1[cH:15][cH:16][cH:17][cH:18]2.[C:46].[CH3:48][OH:49].[Pd:47]>>[C:1]([CH3:2])([CH3:3])([CH3:4])[C:5](=[O:6])[CH2:7][N:8]1[C:9](=[O:45])[CH:10]([NH:25][C:26](=[O:27])[NH:28][c:29]2[cH:30][c:31]([C:35](=[O:36])[OH:37])[cH:32][cH:33][cH:34]2)[CH2:11][N:12]([c:19]2[cH:20][cH:21][cH:22][cH:23][cH:24]2)[c:13]2[c:14]1[cH:15][cH:16][cH:17][cH:18]2. Reactants: C(C)(=O)OCC (Ethyl acetate), BrCCCCCOC=1C=C(C=CC1)C1=CSC=C1 (3-[3-(5-bromopentyloxy)phenyl]thiophene), C1(C=2C(C(N1)=O)=CC=CC2)=O.[K] (potassium phthalimide), C([O-])([O-])=O.[K+].[K+] (potassium carbonate). Solvent: O (water), CN(C=O)C (dimethylformamide). Conditions: temperature 50 celsius, time 5 hour. Product: S1C=C(C=C1)C=1C=C(OCCCCCN2C(C=3C(C2=O)=CC=CC3)=O)C=CC1 (N-[5-[3-(3-thienyl)phenoxy]pentyl] phthalimide). The yield is 46.3%. As a reaction SMILES: Br[CH2:2][CH2:3][CH2:4][CH2:5][CH2:6][O:7][C:8]1[CH:9]=[C:10]([C:14]2[CH:18]=[CH:17][S:16][CH:15]=2)[CH:11]=[CH:12][CH:13]=1.[C:19]1(=[O:29])[NH:23][C:22](=[O:24])[C:21]2=[CH:25][CH:26]=[CH:27][CH:28]=[C:20]12.[K].C(=O)([O-])[O-].[K+].[K+].C(OCC)(=O)C>CN(C)C=O.O>[S:16]1[CH:17]=[CH:18][C:14]([C:10]2[CH:9]=[C:8]([CH:13]=[CH:12][CH:11]=2)[O:7][CH2:6][CH2:5][CH2:4][CH2:3][CH2:2][N:23]2[C:22](=[O:24])[C:21]3=[CH:25][CH:26]=[CH:27][CH:28]=[C:20]3[C:19]2=[O:29])=[CH:15]1 |f:1.2,3.4.5,^1:29|. Procedure details: 0.65 g of 3-[3-(5-bromopentyloxy)phenyl]thiophene, 0.37 g of potassium phthalimide and 0.14 g of potassium carbonate were dissolved in 5 ml of dimethylformamide, and the mixture was heated at 50° C. with stirring for 5 hours. Ethyl acetate and water were added, and the organic layer separated was worked up in a customary manner. The product was purified by silica gel column chromatography [hexane / ethyl acetate=7/1 →5/1] to give 0.36 g of N-[5-[3-(3-thienyl)phenoxy]pentyl] phthalimide as a colo... Reactants: CC(C)(C)OC(=O)NCCC=O, ClCCl, CC(C)C(N)c1nc2nccnc2c(=O)n1Cc1ccccc1. The product is CC(C)C(NCCCNC(=O)OC(C)(C)C)c1nc2nccnc2c(=O)n1Cc1ccccc1. RXN SMILES: [C:24]([CH3:25])([CH3:26])([CH3:27])[O:28][C:29]([NH:30][CH2:31][CH2:32][CH:33]=[O:34])=[O:35].[Cl:36][CH2:37][Cl:38].[NH2:1][CH:2]([CH:3]([CH3:4])[CH3:5])[c:6]1[n:7][c:8]2[n:9][cH:10][cH:11][n:12][c:13]2[c:14](=[O:23])[n:15]1[CH2:16][c:17]1[cH:18][cH:19][cH:20][cH:21][cH:22]1>>[NH:1]([CH:2]([CH:3]([CH3:4])[CH3:5])[c:6]1[n:7][c:8]2[n:9][cH:10][cH:11][n:12][c:13]2[c:14](=[O:23])[n:15]1[CH2:16][c:17]1[cH:18][cH:19][cH:20][cH:21][cH:22]1)[CH2:33][CH2:32][CH2:31][NH:30][C:29]([O:28][C:24]([CH3:25])([CH3:26])[CH3:27])=[O:35].